From a dataset of the Open Reaction Database (ORD), a public repository of structured organic reaction records. describe an organic reaction: reactants, conditions, products, and yield The product is CC(=O)N1CCN(C(=O)c2ccc3c(OC(C)C)nc(Nc4cc(C)[nH]n4)cc3c2)CC1. RXN SMILES: [C:25]([CH3:26])(=[O:27])[N:28]1[CH2:29][CH2:30][NH:31][CH2:32][CH2:33]1.[CH:1]([CH3:2])([CH3:3])[O:4][c:5]1[n:6][c:7]([NH:18][c:19]2[n:20][nH:21][c:22]([CH3:24])[cH:23]2)[cH:8][c:9]2[cH:10][c:11]([C:15](=[O:16])[OH:17])[cH:12][cH:13][c:14]12>>[CH:1]([CH3:2])([CH3:3])[O:4][c:5]1[n:6][c:7]([NH:18][c:19]2[n:20][nH:21][c:22]([CH3:24])[cH:23]2)[cH:8][c:9]2[cH:10][c:11]([C:15](=[O:17])[N:31]3[CH2:30][CH2:29][N:28]([C:25]([CH3:26])=[O:27])[CH2:33][CH2:32]3)[cH:12][cH:13][c:14]12. The reactants are CC(=O)N1CCNCC1, Cc1cc(Nc2cc3cc(C(=O)O)ccc3c(OC(C)C)n2)n[nH]1.